From a dataset of the Open Reaction Database (ORD), a public repository of structured organic reaction records. describe an organic reaction: reactants, conditions, products, and yield The reactants are FC(=C(CC1=CC(=C(C=C1)F)OC1=CC=CC=C1)F)F (1,1,2-trifluoro-3-(4-fluoro-3-phenoxyphenyl)-1-propene), ice, [H-].COCCO[Al+]OCCOC.[Na+].[H-] (sodium bis(2-methoxyethoxy)aluminum hydride), C(C)(=O)OCC (ethyl acetate), Cl (hydrochloric acid), resultant mixture. Solvent: O1CCCC1 (tetrahydrofuran), O1CCCC1 (tetrahydrofuran), C1(=CC=CC=C1)C (toluene), O (water), C(C)OCC (diethyl ether). Reaction conditions: time 20 hour. Product: FC=C(CC1=CC(=C(C=C1)F)OC1=CC=CC=C1)F (1.2-Difluoro-3-(4-fluoro-3-phenoxyphenyl)-1-propene). Isolated yield 97.1%. As a reaction SMILES: [F:1][C:2](F)=[C:3]([F:19])[CH2:4][C:5]1[CH:10]=[CH:9][C:8]([F:11])=[C:7]([O:12][C:13]2[CH:18]=[CH:17][CH:16]=[CH:15][CH:14]=2)[CH:6]=1.[H-].COCCO[Al+]OCCOC.[Na+].[H-].C(OCC)(=O)C.Cl>O1CCCC1.C1(C)C=CC=CC=1.C(OCC)C.O>[F:1][CH:2]=[C:3]([F:19])[CH2:4][C:5]1[CH:10]=[CH:9][C:8]([F:11])=[C:7]([O:12][C:13]2[CH:18]=[CH:17][CH:16]=[CH:15][CH:14]=2)[CH:6]=1 |f:1.2.3.4|. Procedure details: A solution of 1,1,2-trifluoro-3-(4-fluoro-3-phenoxyphenyl)-1-propene (17.7 g, 0.0627 mol) in tetrahydrofuran (90 ml) is added dropwise over a period of 15 minutes to an ice cooled mixture of tetrahydrofuran (90 ml) containing 18.8 ml (0.0627 mol) of a 65 wt. % solution of sodium bis(2-methoxyethoxy)aluminum hydride in toluene. After stirring at room temperature for 20 hours, the resultant mixture is cooled, treated sequentially with ethyl acetate, water and dilute hydrochloric acid, and diluted ... Reactants: BrC1C(NC2=C(C(C1)C1=CC=CC=C1)C=CC(=C2)CC)=O (3-bromo-5-phenyl-8-ethyl-2,3,4,5-tetrahydro-1H-(1)benzazepin-2-one), CC1(CCCCC1)NC(CI)=O (N-(1-methylcyclohexyl)-iodoacetamide). Yields the product CC1(CCCCC1)NC(CN1C(C(CC(C2=C1C=C(C=C2)CC)C2=CC=CC=C2)Br)=O)=O (N-(1-Methylcyclohexyl)2-[3-bromo-2-oxo-5-phenyl-8-ethyl-2,3,4,5,-tetrahydro-1H-(1)benzazepin-1-yl]ethanoic acid amide). Isolated yield 80.0%. As a reaction SMILES: [Br:1][CH:2]1[CH2:8][CH:7]([C:9]2[CH:14]=[CH:13][CH:12]=[CH:11][CH:10]=2)[C:6]2[CH:15]=[CH:16][C:17]([CH2:19][CH3:20])=[CH:18][C:5]=2[NH:4][C:3]1=[O:21].[CH3:22][C:23]1([NH:29][C:30](=[O:33])[CH2:31]I)[CH2:28][CH2:27][CH2:26][CH2:25][CH2:24]1>>[CH3:22][C:23]1([NH:29][C:30](=[O:33])[CH2:31][N:4]2[C:5]3[CH:18]=[C:17]([CH2:19][CH3:20])[CH:16]=[CH:15][C:6]=3[CH:7]([C:9]3[CH:14]=[CH:13][CH:12]=[CH:11][CH:10]=3)[CH2:8][CH:2]([Br:1])[C:3]2=[O:21])[CH2:28][CH2:27][CH2:26][CH2:25][CH2:24]1. Procedure: Prepared as in Example 20I from 3-bromo-5-phenyl-8-ethyl-2,3,4,5-tetrahydro-1H-(1)benzazepin-2-one using N-(1-methylcyclohexyl)-iodoacetamide, M.P. 156°-158° C., 80% yield for the trans isomer.